From a dataset of the Open Reaction Database (ORD), a public repository of structured organic reaction records. describe an organic reaction: reactants, conditions, products, and yield Starting materials: FC1=CC=C(C[C@H](N)C(=O)O)C=C1 (4-fluorophenylalanine), aqueous solution, Cl (HCl), crude product, C([O-])([O-])=O.[Cs+].[Cs+] (cesium carbonate), BrC(C1=CC=CC=C1)C1=CC=CC=C1 (bromodiphenylmethane). Reagents/catalysts: N(=O)[O-].[Ag+] (silver nitrite). The solvent is CN(C=O)C (dimethylformamide), O (water). Reaction conditions: temperature 0 celsius, time 1 hour. Yields the product FC1=CC=C(C=C1)CC(C(=O)OC(C1=CC=CC=C1)C1=CC=CC=C1)O (diphenylmethyl 3-(4-fluorophenyl)lactate). Yield: 142.7%. Reaction SMILES: [F:1][C:2]1[CH:13]=[CH:12][C:5]([CH2:6][C@@H:7]([C:9]([OH:11])=[O:10])N)=[CH:4][CH:3]=1.Cl.C(=O)([O-])[O-:16].[Cs+].[Cs+].Br[CH:22]([C:29]1[CH:34]=[CH:33][CH:32]=[CH:31][CH:30]=1)[C:23]1[CH:28]=[CH:27][CH:26]=[CH:25][CH:24]=1>CN(C)C=O.N([O-])=O.[Ag+].O>[F:1][C:2]1[CH:13]=[CH:12][C:5]([CH2:6][CH:7]([OH:16])[C:9]([O:11][CH:22]([C:29]2[CH:34]=[CH:33][CH:32]=[CH:31][CH:30]=2)[C:23]2[CH:28]=[CH:27][CH:26]=[CH:25][CH:24]=2)=[O:10])=[CH:4][CH:3]=1 |f:2.3.4,7.8|. Reported procedure: To 4-fluorophenylalanine (4.99 g, 27.2 mmol) was added a 0.5N aqueous solution of HCl (123 ml). The obtained mixture was cooled to 0° C. under cooling with ice and silver nitrite (5.6 g, 36.2 mmol) was further added thereto in several portions within 1 hour under vigorous stirring. Six hours thereafter, the obtained mixture was heated to room temperature and further stirred for 1 day. The silver chloride thus precipitated was removed out by filtration and the filtrate was extracted with diethyl ... Reactants: [OH-].[Na+] (sodium hydroxide), Br[Si](C)(C)C (Bromotrimethylsilane), C(C)OC(CC=1C=NC(=NC1)Cl)=O ((2-chloro-pyrimidin-5-yl)acetic acid ethyl ester), C(C)OCC (diethyl ether). Solvent: C(CC)#N (propionitrile). Run at temperature 101.5 celsius. Yields the product C(C)OC(CC=1C=NC(=NC1)Br)=O ((2-bromo-pyrimidin-5-yl)-acetic Acid Ethyl Ester). Isolated yield 90.6%. As a reaction SMILES: [Br:1][Si](C)(C)C.[CH2:6]([O:8][C:9](=[O:18])[CH2:10][C:11]1[CH:12]=[N:13][C:14](Cl)=[N:15][CH:16]=1)[CH3:7].C(OCC)C.[OH-].[Na+]>C(#N)CC>[CH2:6]([O:8][C:9](=[O:18])[CH2:10][C:11]1[CH:12]=[N:13][C:14]([Br:1])=[N:15][CH:16]=1)[CH3:7] |f:3.4|. Procedure: Bromotrimethylsilane (1.7 mL, 12 mmol) was added to a solution of (2-chloro-pyrimidin-5-yl)acetic acid ethyl ester (Example 43-(2); 810 mg, 4.04 mmol) in propionitrile (4 mL), and the mixture was heated under reflux at an external temperature of 98 to 105° C. for nine hours. After cooling the reaction mixture to room temperature, diethyl ether was added to the reaction mixture, which was neutralized with a 2 N sodium hydroxide aqueous solution (6.3 mL). The reaction mixture was extracted with di... The reactants are CN1N=CC(=C1)N (1-methyl-1H-pyrazol-4-amine), ClC1=NC=C2C(=N1)NN=C2 (6-chloro-1H-pyrazolo[3,4-d]pyrimidine), Cl (HCl). The solvent is C(C)(C)O (isopropanol). Run at temperature 140 celsius. The product is CN1N=CC(=C1)NC1=NC=C2C(=N1)NN=C2 (N-(1-methyl-1H-pyrazol-4-yl)-1H-pyrazolo[3,4-d]pyrimidin-6-amine). As a reaction SMILES: [CH3:1][N:2]1[CH:6]=[C:5]([NH2:7])[CH:4]=[N:3]1.Cl[C:9]1[N:14]=[C:13]2[NH:15][N:16]=[CH:17][C:12]2=[CH:11][N:10]=1.Cl>C(O)(C)C>[CH3:1][N:2]1[CH:6]=[C:5]([NH:7][C:9]2[N:14]=[C:13]3[NH:15][N:16]=[CH:17][C:12]3=[CH:11][N:10]=2)[CH:4]=[N:3]1. Reported procedure: A suspension of 1-methyl-1H-pyrazol-4-amine (1 eq), 6-chloro-1H-pyrazolo[3,4-d]pyrimidine (1 eq) and HCl (4 eq) in isopropanol was heated in the microwave at 140° C. for 1 h. After cooling to rt, the mixture was filtered and the resulting solid washed with cold isopropanol and diethyl ether to give N-(1-methyl-1H-pyrazol-4-yl)-1H-pyrazolo[3,4-d]pyrimidin-6-amine.